From a dataset of the Open Reaction Database (ORD), a public repository of structured organic reaction records. describe an organic reaction: reactants, conditions, products, and yield Solvent: C(=O)O (formic acid). Procedure details: A solution of 1.9 g of N-[(4,6-dimethoxypyrimidin-2-yl)aminocarbonyl]-5-amino-2-dimethylaminocarbonylbenzenesulfonamide and 10 ml of dichloromethane is added dropwise to the mixed anhydride, prepared in situ from 0.5 ml of formic acid and 1.0 ml of acetic anhydride in accordance with standard methods. After the end of reaction, the reaction mixture is concentrated and the residue is washed with water and ethyl acetate, to give 1.8 g of desired product; purity>92% (HPLC). As a reaction SMILES: [CH3:1][O:2][C:3]1[CH:8]=[C:7]([O:9][CH3:10])[N:6]=[C:5]([NH:11][C:12]([NH:14][S:15]([C:18]2[CH:23]=[C:22]([NH2:24])[CH:21]=[CH:20][C:19]=2[C:25]([N:27]([CH3:29])[CH3:28])=[O:26])(=[O:17])=[O:16])=[O:13])[N:4]=1.ClCCl.[C:33](OC(=O)C)(=[O:35])C>C(O)=O>[CH3:1][O:2][C:3]1[CH:8]=[C:7]([O:9][CH3:10])[N:6]=[C:5]([NH:11][C:12]([NH:14][S:15]([C:18]2[CH:23]=[C:22]([NH:24][CH:33]=[O:35])[CH:21]=[CH:20][C:19]=2[C:25]([N:27]([CH3:29])[CH3:28])=[O:26])(=[O:17])=[O:16])=[O:13])[N:4]=1. Reactants: COC1=NC(=NC(=C1)OC)NC(=O)NS(=O)(=O)C1=C(C=CC(=C1)N)C(=O)N(C)C (N-[(4,6-dimethoxypyrimidin-2-yl)aminocarbonyl]-5-amino-2-dimethylaminocarbonylbenzenesulfonamide), ClCCl (dichloromethane), anhydride, C(C)(=O)OC(C)=O (acetic anhydride). Yields the product COC1=NC(=NC(=C1)OC)NC(=O)NS(=O)(=O)C1=C(C=CC(=C1)NC=O)C(=O)N(C)C (N-[(4,6-Dimethoxypyrimidin-2-yl)aminocarbonyl]-5-formylamino-2-dimethylaminocarbonylbenzenesulfonamide).